From a dataset of the Open Reaction Database (ORD), a public repository of structured organic reaction records. describe an organic reaction: reactants, conditions, products, and yield Starting materials: Cl, OC1COC(O)C(F)C1O. Yields the product Cl, OCC1OC(O)C(F)C1O. Reaction SMILES: [ClH:11].[F:1][CH:2]1[CH:3]([OH:4])[O:5][CH2:6][CH:7]([OH:10])[CH:8]1[OH:9]>>[ClH:11].[F:1][CH:2]1[CH:3]([OH:4])[O:10][CH:7]([CH2:6][OH:5])[CH:8]1[OH:9]. Starting materials: ClC=1C(=NC(=NC1)NC1=C(C2=C(N(C(CCC2)=O)CC)C=C1)OC)N[C@H]1[C@H]([C@@H]2C=C[C@H]1C2)C(=O)N ((1S,2S,3R,4R)-3-[5-Chloro-2-(1-ethyl-6-methoxy-2-oxo-2,3,4,5-tetrahydro-1H-benzo[b]azepin-7-ylamino)-pyrimidin-4-ylamino]-bicyclo[2.2.1]hept-5-ene-2-carboxylic acid amide), O.C[N+]1(CCOCC1)[O-] (4-Methyl-morpholine 4-oxide hydrate), O (Water), O (Water). Reagents/catalysts: [Os](=O)(=O)(=O)=O (Osmium tetraoxide). Run in C(Cl)Cl (DCM), CC(=O)C (Acetone). Run at time 45 minute. Product: SiO2, ClC=1C(=NC(=NC1)NC1=C(C2=C(N(C(CCC2)=O)CC)C=C1)OC)N[C@H]1[C@H]([C@@H]2[C@H]([C@H]([C@H]1C2)O)O)C(=O)N ((1R,2S,3R,4S,5S,6R)-3-[5-Chloro-2-(1-ethyl-6-methoxy-2-oxo-2,3,4,5-tetrahydro-1H-benzo[b]azepin-7-ylamino)-pyrimidin-4-ylamino]-5,6-dihydroxy-bicyclo[2.2.1]heptane-2-carboxylic acid amide). The yield is 67.0%. RXN SMILES: [Cl:1][C:2]1[C:3]([NH:25][C@@H:26]2[C@@H:31]3[CH2:32][C@@H:28]([CH:29]=[CH:30]3)[C@@H:27]2[C:33]([NH2:35])=[O:34])=[N:4][C:5]([NH:8][C:9]2[CH:22]=[CH:21][C:12]3[N:13]([CH2:19][CH3:20])[C:14](=[O:18])[CH2:15][CH2:16][CH2:17][C:11]=3[C:10]=2[O:23][CH3:24])=[N:6][CH:7]=1.[OH2:36].C[N+]1([O-])CCOCC1.[OH2:45]>CC(C)=O.C(Cl)Cl.[Os](=O)(=O)(=O)=O>[Cl:1][C:2]1[C:3]([NH:25][C@@H:26]2[C@@H:31]3[CH2:32][C@@H:28]([C@@H:29]([OH:45])[C@H:30]3[OH:36])[C@@H:27]2[C:33]([NH2:35])=[O:34])=[N:4][C:5]([NH:8][C:9]2[CH:22]=[CH:21][C:12]3[N:13]([CH2:19][CH3:20])[C:14](=[O:18])[CH2:15][CH2:16][CH2:17][C:11]=3[C:10]=2[O:23][CH3:24])=[N:6][CH:7]=1 |f:1.2|. Procedure details: 0.16 M of Osmium tetraoxide in Water (50 uL) was added to (1S,2S,3R,4R)-3-[5-Chloro-2-(1-ethyl-6-methoxy-2-oxo-2,3,4,5-tetrahydro-1H-benzo[b]azepin-7-ylamino)-pyrimidin-4-ylamino]-bicyclo[2.2.1]hept-5-ene-2-carboxylic acid amide (152 mg, 0.306 mmol) and 4-Methyl-morpholine 4-oxide hydrate (65 mg, 0.48 mmol) in Acetone (10 mL) and Water (1.0 mL), and the reaction was stirred under an atmosphere of Nitrogen for 45 min. The reaction was diluted with DCM (15 mL) washed with water (2×5 mL) and brine ...